This data is from the Open Reaction Database (ORD), a public repository of structured organic reaction records. The task is: describe an organic reaction: reactants, conditions, products, and yield Run in O1CCOCC1 (dioxane), O (H2O). The reactants are C1(CC1)C(CC)NC1=NC=CC(=C1[N+](=O)[O-])C1=C(C=C(C=C1)OC)C ((1-Cyclopropyl-propyl)-[4-(4-methoxy-2-methyl-phenyl)-3-nitro-pyridin-2-yl]-amine), [O-]S(=O)S(=O)[O-].[Na+].[Na+] (Na2S2O4), [NH4+].[OH-] (NH4OH). Reaction SMILES: [CH:1]1([CH:4]([NH:7][C:8]2[C:13]([N+:14]([O-])=O)=[C:12]([C:17]3[CH:22]=[CH:21][C:20]([O:23][CH3:24])=[CH:19][C:18]=3[CH3:25])[CH:11]=[CH:10][N:9]=2)[CH2:5][CH3:6])[CH2:3][CH2:2]1.[NH4+].[OH-].[O-]S(S([O-])=O)=O.[Na+].[Na+]>O1CCOCC1.O>[CH:1]1([CH:4]([NH:7][C:8]2[C:13]([NH2:14])=[C:12]([C:17]3[CH:22]=[CH:21][C:20]([O:23][CH3:24])=[CH:19][C:18]=3[CH3:25])[CH:11]=[CH:10][N:9]=2)[CH2:5][CH3:6])[CH2:3][CH2:2]1 |f:1.2,3.4.5|. Run at time 4 hour. The product is crude intermediate, C1(CC1)C(CC)NC1=NC=CC(=C1N)C1=C(C=C(C=C1)OC)C (N2-(1-cyclopropyl-propyl)-4-(4-methoxy-2-methyl-phenyl)-pyridine-2,3-diamine). Procedure: (1-Cyclopropyl-propyl)-[4-(4-methoxy-2-methyl-phenyl)-3-nitro-pyridin-2-yl]-amine (0.220, 0.64 mmol) was dissolved in dioxane (10 mL) and H2O (10 mL), followed by conc. NH4OH (0.4 mL) and Na2S2O4 (0.906 g, 5.2 mmol) and stirred at room temperature for 4 h. The solution was extracted with EtOAc, washed with H2O, brine, dried Na2SO4, filtered, and concentrated in vacuo to produce the crude intermediate N2-(1-cyclopropyl-propyl)-4-(4-methoxy-2-methyl-phenyl)-pyridine-2,3-diamine; MS(AP) m/z 312.2 [... The reactants are Cc1ccccc1, CCCCCCCCCCCCOCCOCCOP(=O)([O-])OCCBr, c1ccnnc1. The product is CCCCCCCCCCCCOCCOCCOP(=O)([O-])OCC[n+]1ccccn1. As a reaction SMILES: [CH3:33][c:34]1[cH:35][cH:36][cH:37][cH:38][cH:39]1.[P:1](=[O:2])([O:3][CH2:4][CH2:5][O:6][CH2:7][CH2:8][O:9][CH2:10][CH2:11][CH2:12][CH2:13][CH2:14][CH2:15][CH2:16][CH2:17][CH2:18][CH2:19][CH2:20][CH3:21])([O:22][CH2:23][CH2:24][Br:25])[O-:26].[cH:27]1[cH:28][cH:29][n:30][n:31][cH:32]1>>[P:1](=[O:2])([O:3][CH2:4][CH2:5][O:6][CH2:7][CH2:8][O:9][CH2:10][CH2:11][CH2:12][CH2:13][CH2:14][CH2:15][CH2:16][CH2:17][CH2:18][CH2:19][CH2:20][CH3:21])([O:22][CH2:23][CH2:24][n+:30]1[cH:29][cH:28][cH:27][cH:32][n:31]1)[O-:26]. Starting materials: CCO, CCOC(=O)c1ncc(C(F)(F)F)cc1Cl, [Na+], [OH-], O. Yields the product O=C(O)c1ncc(C(F)(F)F)cc1Cl. Reaction SMILES: [CH3:20][CH2:21][OH:22].[Cl:1][c:2]1[c:3]([C:12](=[O:13])[O:14][CH2:15][CH3:16])[n:4][cH:5][c:6]([C:8]([F:9])([F:10])[F:11])[cH:7]1.[Na+:19].[OH-:18].[OH2:17]>>[Cl:1][c:2]1[c:3]([C:12](=[O:13])[OH:14])[n:4][cH:5][c:6]([C:8]([F:9])([F:10])[F:11])[cH:7]1. The reactants are ( 396.44 ), ClC1=NC(=C(C=C1C#N)C1=CC=C(C=C1)S(=O)(=O)C)C1=CC=C(C=C1)F (2-chloro-6-(4-fluorophenyl)-5-[4-(methylsulfonyl)phenyl]-pyridine-3-carbonitrile), [O-]CC.[Na+] (sodium ethoxide), O (Water). The solvent is C(C)O (ethyl alcohol). Reaction conditions: temperature 65 celsius. Product: C(C)OC1=NC(=C(C=C1C#N)C1=CC=C(C=C1)S(=O)(=O)C)C1=CC=C(C=C1)F (2-Ethoxy-6-(4-fluorophenyl)-5-[4-(methylsulfonyl)phenyl]-pyridine-3-carbonitrile). As a reaction SMILES: Cl[C:2]1[C:7]([C:8]#[N:9])=[CH:6][C:5]([C:10]2[CH:15]=[CH:14][C:13]([S:16]([CH3:19])(=[O:18])=[O:17])=[CH:12][CH:11]=2)=[C:4]([C:20]2[CH:25]=[CH:24][C:23]([F:26])=[CH:22][CH:21]=2)[N:3]=1.[O-:27][CH2:28][CH3:29].[Na+].O>C(O)C>[CH2:28]([O:27][C:2]1[C:7]([C:8]#[N:9])=[CH:6][C:5]([C:10]2[CH:15]=[CH:14][C:13]([S:16]([CH3:19])(=[O:18])=[O:17])=[CH:12][CH:11]=2)=[C:4]([C:20]2[CH:25]=[CH:24][C:23]([F:26])=[CH:22][CH:21]=2)[N:3]=1)[CH3:29] |f:1.2|. Reported procedure: 2-Chloro-6-(4-fluorophenyl-5-[4-(methylsulfonyl)phenyl]pyridine-3-carbonitrile (Example 7) (200 mg, 0.52 mMol) was added to freshly prepared sodium ethoxide (0.57 mMol) (from addition of sodium metal to ethyl alcohol) in ethyl alcohol (50 ml) and heated to 65° C. for 3.5 hours. The reaction mixture was cooled to room temperature. Water (3 ml) was added and the mixture was concentrated. The product was partitioned between water (50 ml) and ethyl acetate (50 ml). The ethyl acetate portion was drie... Reactants: CCOc1cc(C(=O)N2CCC(CCS(C)(=O)=O)(c3ccc(OC)c(OC)c3)C2)cc(OCC)c1OCC, CCN(C(C)C)C(C)C, Clc1ccccc1, O=C(c1nc2ccccc2n1Cc1ccc(F)cc1)C1CCNCC1. The product is CCOc1cc(C(=O)N2CCC(CCN3CCC(C(=O)c4nc5ccccc5n4Cc4ccc(F)cc4)CC3)(c3ccc(OC)c(OC)c3)C2)cc(OCC)c1OCC. As a reaction SMILES: [CH2:1]([CH3:2])[O:3][c:4]1[cH:5][c:6]([C:7](=[O:8])[N:9]2[CH2:10][C:11]([CH2:14][CH2:15][S:16]([CH3:17])(=[O:18])=[O:19])([c:20]3[cH:21][c:22]([O:28][CH3:29])[c:23]([O:26][CH3:27])[cH:24][cH:25]3)[CH2:12][CH2:13]2)[cH:30][c:31]([O:36][CH2:37][CH3:38])[c:32]1[O:33][CH2:34][CH3:35].[CH:39]([N:40]([CH:41]([CH3:42])[CH3:43])[CH2:44][CH3:45])([CH3:46])[CH3:47].[Cl:73][c:74]1[cH:75][cH:76][cH:77][cH:78][cH:79]1.[F:48][c:49]1[cH:50][cH:51][c:52]([CH2:53][n:54]2[c:55]([C:63](=[O:64])[CH:65]3[CH2:66][CH2:67][NH:68][CH2:69][CH2:70]3)[n:56][c:57]3[c:58]2[cH:59][cH:60][cH:61][cH:62]3)[cH:71][cH:72]1>>[CH2:1]([CH3:2])[O:3][c:4]1[cH:5][c:6]([C:7](=[O:8])[N:9]2[CH2:10][C:11]([CH2:14][CH2:15][N:68]3[CH2:67][CH2:66][CH:65]([C:63]([c:55]4[n:54]([CH2:53][c:52]5[cH:51][cH:50][c:49]([F:48])[cH:72][cH:71]5)[c:58]5[c:57]([n:56]4)[cH:62][cH:61][cH:60][cH:59]5)=[O:64])[CH2:70][CH2:69]3)([c:20]3[cH:21][c:22]([O:28][CH3:29])[c:23]([O:26][CH3:27])[cH:24][cH:25]3)[CH2:12][CH2:13]2)[cH:30][c:31]([O:36][CH2:37][CH3:38])[c:32]1[O:33][CH2:34][CH3:35]. The reactants are F[B-](F)(F)F, CC(C)(C)OC(=O)NC1CCC(CNc2nc(NCC(=O)O)ncc2[N+](=O)[O-])CC1, C1CCNC1, CCOC(C)=O, CCN(C(C)C)C(C)C, CN(C)C=O, CN(C)C(On1nnc2ccccc21)=[N+](C)C. The product is CC(C)(C)OC(=O)NC1CCC(CNc2nc(NCC(=O)N3CCCC3)ncc2[N+](=O)[O-])CC1. Reaction SMILES: [B-:36]([F:37])([F:38])([F:39])[F:40].[C:1]([CH3:2])([CH3:3])([CH3:4])[O:5][C:6](=[O:7])[NH:8][CH:9]1[CH2:10][CH2:11][CH:12]([CH2:15][NH:16][c:17]2[n:18][c:19]([NH:26][CH2:27][C:28](=[O:29])[OH:30])[n:20][cH:21][c:22]2[N+:23](=[O:24])[O-:25])[CH2:13][CH2:14]1.[CH2:31]1[CH2:32][CH2:33][NH:34][CH2:35]1.[CH3:72][CH2:73][O:74][C:75](=[O:76])[CH3:77].[CH:58]([N:59]([CH:60]([CH3:61])[CH3:62])[CH2:63][CH3:64])([CH3:65])[CH3:66].[O:67]=[CH:68][N:69]([CH3:70])[CH3:71].[n:41]1([O:42][C:43]([N:44]([CH3:45])[CH3:46])=[N+:47]([CH3:48])[CH3:49])[c:50]2[cH:51][cH:52][cH:53][cH:54][c:55]2[n:56][n:57]1>>[C:1]([CH3:2])([CH3:3])([CH3:4])[O:5][C:6](=[O:7])[NH:8][CH:9]1[CH2:10][CH2:11][CH:12]([CH2:15][NH:16][c:17]2[n:18][c:19]([NH:26][CH2:27][C:28](=[O:30])[N:34]3[CH2:33][CH2:32][CH2:31][CH2:35]3)[n:20][cH:21][c:22]2[N+:23](=[O:24])[O-:25])[CH2:13][CH2:14]1.